From a dataset of the Open Reaction Database (ORD), a public repository of structured organic reaction records. describe an organic reaction: reactants, conditions, products, and yield The reactants are COc1cccc(C(=O)C2CCN(C(=O)OC(C)(C)C)CC2)c1F, Cl, NO, O, c1ccncc1. Yields the product COc1cccc(C(=NO)C2CCN(C(=O)OC(C)(C)C)CC2)c1F. Reaction SMILES: [C:1]([CH3:2])([CH3:3])([CH3:4])[O:5][C:6](=[O:7])[N:8]1[CH2:9][CH2:10][CH:11]([C:14]([c:15]2[c:16]([F:23])[c:17]([O:21][CH3:22])[cH:18][cH:19][cH:20]2)=[O:24])[CH2:12][CH2:13]1.[ClH:25].[NH2:26][OH:27].[OH2:34].[cH:28]1[cH:29][cH:30][n:31][cH:32][cH:33]1>>[C:1]([CH3:2])([CH3:3])([CH3:4])[O:5][C:6](=[O:7])[N:8]1[CH2:9][CH2:10][CH:11]([C:14]([c:15]2[c:16]([F:23])[c:17]([O:21][CH3:22])[cH:18][cH:19][cH:20]2)=[N:26][OH:27])[CH2:12][CH2:13]1. Yields the product ClC1=C(C=C(C=C1)Cl)C1=NC(=NO1)CN1C=CC2=C(C(=CC=C12)C#N)C(F)(F)F (1-{[5-(2,5-Dichlorophenyl)-1,2,4-oxadiazol-3-yl]methyl}-4-(trifluoromethyl)-1H-indole-5-carbonitrile). The reactants are C(#N)C=1C(=C2C=CN(C2=CC1)CC(NO)=N)C(F)(F)F (2-[5-cyano-4-(trifluoromethyl)-1H-indol-1-yl]-N-hydroxyethanimidamide), ClC1=C(C(=O)O)C=C(C=C1)Cl (2,5-dichlorobenzoic acid). RXN SMILES: [C:1]([C:3]1[C:4]([C:17]([F:20])([F:19])[F:18])=[C:5]2[C:9](=[CH:10][CH:11]=1)[N:8]([CH2:12][C:13](=[NH:16])[NH:14][OH:15])[CH:7]=[CH:6]2)#[N:2].[Cl:21][C:22]1[CH:30]=[CH:29][C:28]([Cl:31])=[CH:27][C:23]=1[C:24](O)=O>>[Cl:21][C:22]1[CH:30]=[CH:29][C:28]([Cl:31])=[CH:27][C:23]=1[C:24]1[O:15][N:14]=[C:13]([CH2:12][N:8]2[C:9]3[C:5](=[C:4]([C:17]([F:19])([F:20])[F:18])[C:3]([C:1]#[N:2])=[CH:11][CH:10]=3)[CH:6]=[CH:7]2)[N:16]=1. Procedure details: Synthesized as described in Example 241 from 2-[5-cyano-4-(trifluoromethyl)-1H-indol-1-yl]-N-hydroxyethanimidamide and 2,5-dichlorobenzoic acid: MS (ES) m/z 438 (M+1). Reactants: FC1=NC(=CC=C1C(=O)O)F (2,6-difluoropyridine-3-carboxylic acid), Cl.FC=1C=C(C=CC1)CCOCC(=N)N (2-[2-(3-fluoro-phenyl)-ethoxy]-acetamidine hydrochloride). The product is FC=1C=CC2=C(N=C(NC2=O)COCCC2=CC(=CC=C2)F)N1 (7-Fluoro-2-[2-(3-fluoro-phenyl)-ethoxymethyl]-3H-pyrido[2,3-d]pyrimidin-4-one). RXN SMILES: F[C:2]1[C:7]([C:8]([OH:10])=O)=[CH:6][CH:5]=[C:4]([F:11])[N:3]=1.Cl.[F:13][C:14]1[CH:15]=[C:16]([CH2:20][CH2:21][O:22][CH2:23][C:24]([NH2:26])=[NH:25])[CH:17]=[CH:18][CH:19]=1>>[F:11][C:4]1[CH:5]=[CH:6][C:7]2[C:8](=[O:10])[NH:26][C:24]([CH2:23][O:22][CH2:21][CH2:20][C:16]3[CH:17]=[CH:18][CH:19]=[C:14]([F:13])[CH:15]=3)=[N:25][C:2]=2[N:3]=1 |f:1.2|. Reported procedure: The title compound was prepared in analogy to example 85 from 2,6-difluoropyridine-3-carboxylic acid and 2-[2-(3-fluoro-phenyl)-ethoxy]-acetamidine hydrochloride. Light brown solid. MS: m/e=318.1 [M+H+]. The reactants are CC(C)N1CCC(Oc2cc3cc(C(=O)N4CCN(C(=O)OC(C)(C)C)CC4)[nH]c3cc2Cl)CC1, ClCCl, O=C(O)C(F)(F)F. Product: CC(C)N1CCC(Oc2cc3cc(C(=O)N4CCNCC4)[nH]c3cc2Cl)CC1. As a reaction SMILES: [C:1]([O:2][C:3](=[O:4])[N:8]1[CH2:9][CH2:10][N:11]([C:14](=[O:15])[c:16]2[nH:17][c:18]3[cH:19][c:20]([Cl:35])[c:21]([O:25][CH:26]4[CH2:27][CH2:28][N:29]([CH:32]([CH3:33])[CH3:34])[CH2:30][CH2:31]4)[cH:22][c:23]3[cH:24]2)[CH2:12][CH2:13]1)([CH3:5])([CH3:6])[CH3:7].[Cl:43][CH2:44][Cl:45].[OH:36][C:37]([C:38]([F:39])([F:40])[F:41])=[O:42]>>[NH:8]1[CH2:9][CH2:10][N:11]([C:14](=[O:15])[c:16]2[nH:17][c:18]3[cH:19][c:20]([Cl:35])[c:21]([O:25][CH:26]4[CH2:27][CH2:28][N:29]([CH:32]([CH3:33])[CH3:34])[CH2:30][CH2:31]4)[cH:22][c:23]3[cH:24]2)[CH2:12][CH2:13]1.